This data is from the Open Reaction Database (ORD), a public repository of structured organic reaction records. The task is: describe an organic reaction: reactants, conditions, products, and yield Reactants: C(C)OC1=C(C=C2C(=C(C(=NC2=C1)C1=CC(=CC=C1)C(F)(F)F)C)C(=O)OC)SCC (methyl 7-(ethyloxy)-6-(ethylthio)-3-methyl-2-[3-(trifluoromethyl)phenyl]-4-quinolinecarboxylate), OOS(=O)[O-].[K+] (oxone), O1CCCC1 (tetrahydrofuran). Solvent: O (water), O (water). Conditions: time 8 hour. Yields the product C(C)OC1=C(C=C2C(=C(C(=NC2=C1)C1=CC(=CC=C1)C(F)(F)F)C)C(=O)OC)S(=O)(=O)CC (methyl 7-(ethyloxy)-6-(ethylsulfonyl)-3-methyl-2-[3-(trifluoromethyl)phenyl]-4-quinolinecarboxylate). Isolated yield 82.0%. As a reaction SMILES: [CH2:1]([O:3][C:4]1[CH:13]=[C:12]2[C:7]([C:8]([C:25]([O:27][CH3:28])=[O:26])=[C:9]([CH3:24])[C:10]([C:14]3[CH:19]=[CH:18][CH:17]=[C:16]([C:20]([F:23])([F:22])[F:21])[CH:15]=3)=[N:11]2)=[CH:6][C:5]=1SCC)[CH3:2].O[O:33][S:34]([O-:36])=O.[K+].O1CC[CH2:40][CH2:39]1>O>[CH2:1]([O:3][C:4]1[CH:13]=[C:12]2[C:7]([C:8]([C:25]([O:27][CH3:28])=[O:26])=[C:9]([CH3:24])[C:10]([C:14]3[CH:19]=[CH:18][CH:17]=[C:16]([C:20]([F:22])([F:21])[F:23])[CH:15]=3)=[N:11]2)=[CH:6][C:5]=1[S:34]([CH2:39][CH3:40])(=[O:36])=[O:33])[CH3:2] |f:1.2|. Procedure details: To a solution of methyl 7-(ethyloxy)-6-(ethylthio)-3-methyl-2-[3-(trifluoromethyl)phenyl]-4-quinolinecarboxylate (10.32 g, 22.95 mmol) in tetrahydrofuran (150 mL) was added oxone (35.3 g, 57.4 mmol) in water (75 mL). The resulting mixture was stirred overnight at room temperature. The mixture was diluted with water and extracted with methylene chloride. The combined organic extracts were washed with brine, dried over Na2SO4, filtered, and concentrated in vacuo. The residue was purified via colum...